The task is: describe an organic reaction: reactants, conditions, products, and yield. This data is from the Open Reaction Database (ORD), a public repository of structured organic reaction records. Reactants: CCc1cc2c(=O)n(Cc3ccc(OC)cc3OC)c(=O)n(Cc3ccc(-c4ccccc4-c4noc(=O)n4COCCOC)cc3)c2s1, Cc1ccccc1, O=C(O)C(F)(F)F. The product is CCc1cc2c(=O)[nH]c(=O)n(Cc3ccc(-c4ccccc4-c4noc(=O)n4COCCOC)cc3)c2s1. Reaction SMILES: [CH3:1][O:2][c:3]1[cH:4][c:5]([O:44][CH3:45])[cH:46][cH:47][c:48]1[CH2:49][n:6]1[c:7](=[O:43])[n:8]([CH2:18][c:19]2[cH:20][cH:21][c:22](-[c:25]3[c:26](-[c:31]4[n:32][o:33][c:34](=[O:42])[n:35]4[CH2:36][O:37][CH2:38][CH2:39][O:40][CH3:41])[cH:27][cH:28][cH:29][cH:30]3)[cH:23][cH:24]2)[c:9]2[c:10]([c:11]1=[O:12])[cH:13][c:14]([CH2:16][CH3:17])[s:15]2.[CH3:57][c:58]1[cH:59][cH:60][cH:61][cH:62][cH:63]1.[OH:50][C:51]([C:52]([F:53])([F:54])[F:55])=[O:56]>>[nH:6]1[c:7](=[O:43])[n:8]([CH2:18][c:19]2[cH:20][cH:21][c:22](-[c:25]3[c:26](-[c:31]4[n:32][o:33][c:34](=[O:42])[n:35]4[CH2:36][O:37][CH2:38][CH2:39][O:40][CH3:41])[cH:27][cH:28][cH:29][cH:30]3)[cH:23][cH:24]2)[c:9]2[c:10]([c:11]1=[O:12])[cH:13][c:14]([CH2:16][CH3:17])[s:15]2. Starting materials: CN(C)CCCC(=O)N1CCc2cc(C(=O)NOC3CCCCO3)ccc2C1, CO, Cl. Yields the product CN(C)CCCC(=O)N1CCc2cc(C(=O)NO)ccc2C1, Cl. RXN SMILES: [CH3:1][N:2]([CH2:3][CH2:4][CH2:5][C:6](=[O:7])[N:8]1[CH2:9][c:10]2[cH:11][cH:12][c:13]([C:18](=[O:19])[NH:20][O:21][CH:22]3[CH2:23][CH2:24][CH2:25][CH2:26][O:27]3)[cH:14][c:15]2[CH2:16][CH2:17]1)[CH3:28].[CH3:30][OH:31].[ClH:29]>>[CH3:1][N:2]([CH2:3][CH2:4][CH2:5][C:6](=[O:7])[N:8]1[CH2:9][c:10]2[cH:11][cH:12][c:13]([C:18](=[O:19])[NH:20][OH:21])[cH:14][c:15]2[CH2:16][CH2:17]1)[CH3:28].[ClH:29]. Starting materials: CS(=O)(=O)Oc1ccccc1OCc1ccccc1, CSC, ClCCl. The product is CS(=O)(=O)Oc1ccccc1O. Reaction SMILES: [CH3:1][S:2](=[O:3])(=[O:4])[O:5][c:6]1[c:7]([O:12][CH2:13][c:14]2[cH:15][cH:16][cH:17][cH:18][cH:19]2)[cH:8][cH:9][cH:10][cH:11]1.[CH3:20][S:21][CH3:22].[Cl:23][CH2:24][Cl:25]>>[CH3:1][S:2](=[O:3])(=[O:4])[O:5][c:6]1[c:7]([OH:12])[cH:8][cH:9][cH:10][cH:11]1. The reactants are C=CCCCOC(=O)C1CCCN1C(=O)CCCCC(=O)N1CCCC1C(=O)OCCCC=C, ClCCl. Product: O=C1OCCCC=CCCCOC(=O)C2CCCN2C(=O)CCCCC(=O)N2CCCC12. RXN SMILES: [CH2:1]([CH2:2][CH2:3][CH:4]=[CH2:33])[O:6][C:7](=[O:8])[CH:9]1[N:10]([C:14]([CH2:15][CH2:16][CH2:17][CH2:18][C:19](=[O:20])[N:21]2[CH:22]([C:26](=[O:27])[O:28][CH2:29][CH2:30][CH2:31][CH:32]=[CH2:5])[CH2:23][CH2:24][CH2:25]2)=[O:34])[CH2:11][CH2:12][CH2:13]1.[Cl:35][CH2:36][Cl:37]>>[CH2:1]1[CH2:2][CH2:3][CH:4]=[CH:32][CH2:31][CH2:30][CH2:29][O:28][C:26](=[O:27])[CH:22]2[N:21]([C:19](=[O:20])[CH2:18][CH2:17][CH2:16][CH2:15][C:14](=[O:34])[N:10]3[CH:9]([C:7](=[O:8])[O:6]1)[CH2:13][CH2:12][CH2:11]3)[CH2:25][CH2:24][CH2:23]2. Starting materials: ClCCl, O=C(Cl)C(=O)Cl, Cc1ncc(Cl)cc1C(=O)O, CN(C)C=O. Product: Cc1ncc(Cl)cc1C(=O)Cl. RXN SMILES: [Cl:12][CH2:13][Cl:14].[Cl:15][C:16]([C:17]([Cl:18])=[O:19])=[O:20].[Cl:1][c:2]1[cH:3][n:4][c:5]([CH3:11])[c:6]([C:7](=[O:8])[OH:9])[cH:10]1.[O:21]=[CH:22][N:23]([CH3:24])[CH3:25]>>[Cl:1][c:2]1[cH:3][n:4][c:5]([CH3:11])[c:6]([C:7](=[O:8])[Cl:12])[cH:10]1.